Dataset: the Open Reaction Database (ORD), a public repository of structured organic reaction records. Task: describe an organic reaction: reactants, conditions, products, and yield Reactants: CC(C)C(=O)Cl, ClCCl, CCc1nc2ccccc2n1-c1nc(N2CCOCC2)c2nc(CC3CNC3)n(C)c2n1. The product is CCc1nc2ccccc2n1-c1nc(N2CCOCC2)c2nc(CC3CN(C(=O)C(C)C)C3)n(C)c2n1. RXN SMILES: [C:33]([CH:34]([CH3:35])[CH3:36])(=[O:37])[Cl:38].[Cl:39][CH2:40][Cl:41].[NH:1]1[CH2:2][CH:3]([CH2:5][c:6]2[n:7]([CH3:32])[c:8]3[n:9][c:10](-[n:21]4[c:22]([CH2:30][CH3:31])[n:23][c:24]5[c:25]4[cH:26][cH:27][cH:28][cH:29]5)[n:11][c:12]([N:15]4[CH2:16][CH2:17][O:18][CH2:19][CH2:20]4)[c:13]3[n:14]2)[CH2:4]1>>[N:1]1([C:33]([CH:34]([CH3:35])[CH3:36])=[O:37])[CH2:2][CH:3]([CH2:5][c:6]2[n:7]([CH3:32])[c:8]3[n:9][c:10](-[n:21]4[c:22]([CH2:30][CH3:31])[n:23][c:24]5[c:25]4[cH:26][cH:27][cH:28][cH:29]5)[n:11][c:12]([N:15]4[CH2:16][CH2:17][O:18][CH2:19][CH2:20]4)[c:13]3[n:14]2)[CH2:4]1. Reactants: C(C1=CC=CC=C1)N1CC2(CCC1)OC1=C(C(N2)=O)C=C(C=C1)/C=C/C(=O)NOC1OCCCC1 ((±)-(E)-3-{1′-Benzyl-3,4-dihydro-4-oxo-spiro[2H-(1,3)-benzoxazine-2,3′-piperidin]-6-yl}-N-(tetrahydro-pyran-2-yloxy)-acrylamide), Cl (HCl). Yields the product C(C1=CC=CC=C1)N1CC2(CCC1)OC1=C(C(N2)=O)C=C(C=C1)/C=C/C(=O)NO ((±)-(E)-3-{1′-benzyl-3,4-dihydro-4-oxo-spiro[2H-(1,3)-benzoxazine-2,3′-piperidin]-6-yl}-N-hydroxy-acrylamide). Procedure details: (±)-(E)-3-{1′-Benzyl-3,4-dihydro-4-oxo-spiro[2H-(1,3)-benzoxazine-2,3′-piperidin]-6-yl}-N-(tetrahydro-pyran-2-yloxy)-acrylamide (120 mg, 0.25 mmol) in DCM (7 ml) was treated with 4 M HCl in dioxane (1.0 ml) as described in Example 30, STEP C to give (±)-(E)-3-{1′-benzyl-3,4-dihydro-4-oxo-spiro[2H-(1,3)-benzoxazine-2,3′-piperidin]-6-yl}-N-hydroxy-acrylamide (80 mg, hydrochloride salt) as a white solid. The solvent is C(Cl)Cl (DCM), O1CCOCC1 (dioxane). Yield: 81.3%. As a reaction SMILES: [CH2:1]([N:8]1[CH2:13][CH2:12][CH2:11][C:10]2([NH:18][C:17](=[O:19])[C:16]3[CH:20]=[C:21](/[CH:24]=[CH:25]/[C:26]([NH:28][O:29]C4CCCCO4)=[O:27])[CH:22]=[CH:23][C:15]=3[O:14]2)[CH2:9]1)[C:2]1[CH:7]=[CH:6][CH:5]=[CH:4][CH:3]=1.Cl>C(Cl)Cl.O1CCOCC1>[CH2:1]([N:8]1[CH2:13][CH2:12][CH2:11][C:10]2([NH:18][C:17](=[O:19])[C:16]3[CH:20]=[C:21](/[CH:24]=[CH:25]/[C:26]([NH:28][OH:29])=[O:27])[CH:22]=[CH:23][C:15]=3[O:14]2)[CH2:9]1)[C:2]1[CH:7]=[CH:6][CH:5]=[CH:4][CH:3]=1. The reactants are CC(C)=O, COc1ccc(C=O)c([N+](=O)[O-])c1OC, [K+], O=[Mn](=O)(=O)[O-], O. Yields the product COc1ccc(C(=O)O)c([N+](=O)[O-])c1OC. As a reaction SMILES: [CH3:23][C:24](=[O:25])[CH3:26].[CH3:8][O:9][c:10]1[c:11]([N+:20](=[O:21])[O-:22])[c:12]([CH:13]=[O:14])[cH:15][cH:16][c:17]1[O:18][CH3:19].[K+:6].[Mn:1]([O-:2])(=[O:3])(=[O:4])=[O:5].[OH2:7]>>[OH:7][C:13]([c:12]1[c:11]([N+:20](=[O:21])[O-:22])[c:10]([O:9][CH3:8])[c:17]([O:18][CH3:19])[cH:16][cH:15]1)=[O:14]. Starting materials: N(C1=CC=CC=C1)CC=1C=C(OCC2=CC=C(C(=O)OC)C=C2)C=CC1 (methyl 4-[[3-(anilinomethyl)phenoxy]methyl]benzoate), Cl.C(O[C@H]1CN2CCC1CC2)(=O)Cl ((R)-quinuclidin-3-yl carbonochloridate hydrochloride). Solvent: CCOC(=O)C (EtOAc), CC#N (CH3CN). The product is N12C[C@@H](C(CC1)CC2)OC(=O)N(C2=CC=CC=C2)CC=2C=C(OCC1=CC=C(C(=O)OC)C=C1)C=CC2 (Methyl 4-[[3-[(N-[(3R)-quinuclidin-3-yl]oxycarbonylanilino)methyl]-phenoxy]methyl]benzoate). Yield: 76.0%. RXN SMILES: [NH:1]([CH2:8][C:9]1[CH:10]=[C:11]([CH:24]=[CH:25][CH:26]=1)[O:12][CH2:13][C:14]1[CH:23]=[CH:22][C:17]([C:18]([O:20][CH3:21])=[O:19])=[CH:16][CH:15]=1)[C:2]1[CH:7]=[CH:6][CH:5]=[CH:4][CH:3]=1.Cl.[C:28](Cl)(=[O:38])[O:29][C@@H:30]1[CH:35]2[CH2:36][CH2:37][N:32]([CH2:33][CH2:34]2)[CH2:31]1>CC#N.CCOC(C)=O>[N:32]12[CH2:37][CH2:36][CH:35]([CH2:34][CH2:33]1)[C@@H:30]([O:29][C:28]([N:1]([CH2:8][C:9]1[CH:10]=[C:11]([CH:24]=[CH:25][CH:26]=1)[O:12][CH2:13][C:14]1[CH:15]=[CH:16][C:17]([C:18]([O:20][CH3:21])=[O:19])=[CH:22][CH:23]=1)[C:2]1[CH:3]=[CH:4][CH:5]=[CH:6][CH:7]=1)=[O:38])[CH2:31]2 |f:1.2|. Procedure details: A suspension of methyl 4-[[3-(anilinomethyl)phenoxy]methyl]benzoate (380 mg, 1.1 mmol) and (R)-quinuclidin-3-yl carbonochloridate hydrochloride (described in the co-pending International Patent Application No. PCT/EP2013/075529 (published as WO 2014/086855) as Intermediate 16) (300 mg, 1.33 mmol) in anhydrous CH3CN (5 mL) was heated to 100° C. for 15 min under microwave irradiation. After cooling to room temperature, the mixture was diluted with EtOAc (50 mL) and washed with saturated aqueous Na... The reactants are COC(=O)C=1N=C2N(C(C1CC1=CC=CC=C1)=O)C=C(C=C2I)N2CCOCC2 (3-Benzyl-9-iodo-7-morpholin-4-yl-4-oxo-4H-pyrido[1,2-a]pyrimidine-2-carboxylic acid methyl ester), C(=C)OCCCC (n-Butyl vinyl ether), O (water), N#N (N2). Procedure: 3-Benzyl-9-iodo-7-morpholin-4-yl-4-oxo-4H-pyrido[1,2-a]pyrimidine-2-carboxylic acid methyl ester (1 g, 1.92 mmol), n-Butyl vinyl ether (961 mg, 9.59 mmol), 1,3-Bis(diphenylphosphino)propane (DPPP) (24 mg, 0.058 mmol), Pd(OAc)2 (11 mg, 0.048 mmol) were mixed in DMF (15 ml). The mixture was heated at 80° C. under the atmosphere of N2 overnight, after which water was added and then extracted with dichloromethane. The extracts were combined, washed with brine, dried over sodium sulfate and evaporate... Isolated yield 58.9%. The product is COC(=O)C=1N=C2N(C(C1CC1=CC=CC=C1)=O)C=C(C=C2C(=C)OCCCC)N2CCOCC2 (3-Benzyl-9-(1-butoxy-vinyl)-7-morpholin-4-yl-4-oxo-4H-pyrido[1,2-a]pyrimidine-2-carboxylic acid methyl ester). Reaction SMILES: [CH3:1][O:2][C:3]([C:5]1[N:6]=[C:7]2[C:22](I)=[CH:21][C:20]([N:24]3[CH2:29][CH2:28][O:27][CH2:26][CH2:25]3)=[CH:19][N:8]2[C:9](=[O:18])[C:10]=1[CH2:11][C:12]1[CH:17]=[CH:16][CH:15]=[CH:14][CH:13]=1)=[O:4].[CH:30]([O:32][CH2:33][CH2:34][CH2:35][CH3:36])=[CH2:31].N#N.O>CN(C=O)C.CC([O-])=O.CC([O-])=O.[Pd+2].C1(P(C2C=CC=CC=2)CCCP(C2C=CC=CC=2)C2C=CC=CC=2)C=CC=CC=1>[CH3:1][O:2][C:3]([C:5]1[N:6]=[C:7]2[C:22]([C:30]([O:32][CH2:33][CH2:34][CH2:35][CH3:36])=[CH2:31])=[CH:21][C:20]([N:24]3[CH2:29][CH2:28][O:27][CH2:26][CH2:25]3)=[CH:19][N:8]2[C:9](=[O:18])[C:10]=1[CH2:11][C:12]1[CH:17]=[CH:16][CH:15]=[CH:14][CH:13]=1)=[O:4] |f:5.6.7|. Reagents/catalysts: CC(=O)[O-].CC(=O)[O-].[Pd+2] (Pd(OAc)2), C1(=CC=CC=C1)P(CCCP(C1=CC=CC=C1)C1=CC=CC=C1)C1=CC=CC=C1 (1,3-Bis(diphenylphosphino)propane). Run in CN(C)C=O (DMF).